This data is from the Open Reaction Database (ORD), a public repository of structured organic reaction records. The task is: describe an organic reaction: reactants, conditions, products, and yield Reactants: N1(C=NC=C1)CCCNC1=NC2=CC=CC=3C2=C1C=CC3 (N-(3-(1H-imidazol-l-yl)propyl)benz(cd)indole-2-amine), Cl.Cl.N1(C=NC=C1)CCCNC1=NC2=CC=CC=3C2=C1C=CC3 (N-(3-(1H-imidazol-l-yl)propyl)benz(cd) indol-2 -amine, dihydrochloride), ice, C(C1=CC=CC=C1)(=O)Cl (benzoyl chloride). The reagents and catalysts are CN(C1=CC=NC=C1)C (4-dimethylaminopyridine). The solvent is N1=CC=CC=C1 (pyridine). Reaction conditions: time 4 hour. Yields the product N1=C(C2=C3C(C=CC=C13)=CC=C2)N(C(C2=CC=CC=C2)=O)CCCN2C=NC=C2 (N-Benz(cd)indol-2-yl-N-(3-(1H-imidazol-l-yl)propyl)benzamide). The yield is 14.5%. RXN SMILES: [N:1]1([CH2:6][CH2:7][CH2:8][NH:9][C:10]2[C:18]3[CH:19]=[CH:20][CH:21]=[C:16]4[C:17]=3[C:12](=[CH:13][CH:14]=[CH:15]4)[N:11]=2)[CH:5]=[CH:4][N:3]=[CH:2]1.Cl.Cl.N1(CCCNC2C3C=CC=C4C=3C(=CC=C4)N=2)C=CN=C1.[C:45](Cl)(=[O:52])[C:46]1[CH:51]=[CH:50][CH:49]=[CH:48][CH:47]=1>CN(C)C1C=CN=CC=1.N1C=CC=CC=1>[N:11]1[C:12]2[C:17]3[C:16](=[CH:21][CH:20]=[CH:19][C:18]=3[C:10]=1[N:9]([CH2:8][CH2:7][CH2:6][N:1]1[CH:5]=[CH:4][N:3]=[CH:2]1)[C:45](=[O:52])[C:46]1[CH:51]=[CH:50][CH:49]=[CH:48][CH:47]=1)[CH:15]=[CH:14][CH:13]=2 |f:1.2.3|. Procedure: Five grams of N-(3-(1H-imidazol-l-yl)propyl)benz(cd)indole-2-amine (the free base of the compound of Example 1) and 100 mg of 4-dimethylaminopyridine were dissolved in 50 ml of pyridine. The solution was stirred as 2.8 grams of benzoyl chloride was slowly added. An exotherm was noted. The mixture was stirred at room temperature for 4 hours and then drowned onto 500 ml of ice. The precipitated solid was collected, washed with water, and dried. Recrystallization from chloroform-hexane gave 1.0 gra... The reactants are C1(=CC=CC=C1)NC(=O)C1=NNC=C1N (4-amino-1H-pyrazole-3-carboxylic acid phenylamide), [I-].[K+] (potassium iodide), N(=O)[O-].[Na+] (sodium nitrite). The reagents and catalysts are [Cu]I (copper (I) iodide). Solvent: [Cl-].[Na+].O (brine), C(C)(=O)OCC (ethyl acetate), Cl (hydrochloric acid), O (water), CC(=O)C (acetone). Run at temperature 0 celsius, time 60 minute. Yields the product C1(=CC=CC=C1)NC(=O)C1=NNC=C1I (4-iodo-1H-pyrazole-3-carboxylic acid phenylamide). The yield is 21.7%. RXN SMILES: N([O-])=O.[Na+].[C:5]1([NH:11][C:12]([C:14]2[C:18](N)=[CH:17][NH:16][N:15]=2)=[O:13])[CH:10]=[CH:9][CH:8]=[CH:7][CH:6]=1.[I-:20].[K+]>O.Cl.CC(C)=O.[Cl-].[Na+].O.C(OCC)(=O)C.[Cu]I>[C:5]1([NH:11][C:12]([C:14]2[C:18]([I:20])=[CH:17][NH:16][N:15]=2)=[O:13])[CH:10]=[CH:9][CH:8]=[CH:7][CH:6]=1 |f:0.1,3.4,8.9.10|. Procedure details: An aqueous solution of sodium nitrite (760 mg) in 2 ml of water was added drop wise to a stirred suspension of 4-amino-1H-pyrazole-3-carboxylic acid phenylamide (2 g; 10 mmol) in concentrated hydrochloric acid (20 ml) at 0° C., then stirred at 0° C. for a further 60 minutes. The reaction mixture was diluted with acetone (10 ml) then treated with potassium iodide (1.8 g) and copper (I) iodide (2.1 g) and stirred at room temperature for 90 minutes. The reaction mixture was diluted with brine and e...